This data is from the Open Reaction Database (ORD), a public repository of structured organic reaction records. The task is: describe an organic reaction: reactants, conditions, products, and yield Reactants: C(C)(C)NC(C)C (diisopropylamine), ClC1=NC2=C(C=CC=C2C=C1)Cl (2,8-dichloroquinoline), CC=O (MeCHO), [Li+].CC(C)[N-]C(C)C (LDA). Run in C1CCOC1 (THF), CCCCCC (hexane), CCCCCC (Hexane), C1CCOC1 (THF). Reaction conditions: time 45 minute. The product is ClC1=NC2=C(C=CC=C2C=C1C(C)O)Cl (1-(2,8-Dichloroquinolin-3-yl)ethanol). Reaction SMILES: C(NC(C)C)(C)C.[Li+].CC([N-]C(C)C)C.[Cl:16][C:17]1[CH:26]=[CH:25][C:24]2[C:19](=[C:20]([Cl:27])[CH:21]=[CH:22][CH:23]=2)[N:18]=1.[CH3:28][CH:29]=[O:30]>C1COCC1.CCCCCC>[Cl:16][C:17]1[C:26]([CH:29]([OH:30])[CH3:28])=[CH:25][C:24]2[C:19](=[C:20]([Cl:27])[CH:21]=[CH:22][CH:23]=2)[N:18]=1 |f:1.2|. Procedure: To a cold solution of diisopropylamine (6.6 mL, 1.1 eq) in THF (100 mL) was added dropwise a solution of BunLi (1.1 eq, 2.5 M, 18.7 mL) in hexane at −20° C. The resulted LDA solution was kept in 0° C. for 30 min and cooled to −78° C. before addition of a solution of 2,8-dichloroquinoline (8.4 g, 42.4 mmol) in THF (44 mL) dropwise. The temperature was controlled below −72° C. by adjusting of adding rate (15 min). After 45 min, MeCHO (3.6 mL, 1.5 eq) was added dropwise. After 30 min, the reaction ... Starting materials: BrC1=CC=C2C=3C=CC(=CC3C=C(C2=C1)F)OCCCCCCCC (7-bromo-9-fluoro-2-octyloxyphenanthrene), FC1=C(C=CC(=C1F)OCCCCCCCC)B(O)O (2,3-difluoro4-octyloxyphenylboronic acid), C([O-])([O-])=O.[Na+].[Na+] (sodium carbonate). The reagents and catalysts are [Pd].C1(=CC=CC=C1)P(C1=CC=CC=C1)C1=CC=CC=C1.C1(=CC=CC=C1)P(C1=CC=CC=C1)C1=CC=CC=C1.C1(=CC=CC=C1)P(C1=CC=CC=C1)C1=CC=CC=C1.C1(=CC=CC=C1)P(C1=CC=CC=C1)C1=CC=CC=C1 (tetrakis(triphenylphosphine)-palladium (0)). The solvent is C1(=CC=CC=C1)C.C(C)O.O (toluene ethanol H2O). Yields the product FC=1C2=CC(=CC=C2C=2C=CC(=CC2C1)OCCCCCCCC)C1=C(C(=C(C=C1)OCCCCCCCC)F)F (9-Fluoro-7-(2,3-difluoro4-octyloxyphenyl)-2-octyloxyphenanthrene). As a reaction SMILES: Br[C:2]1[CH:15]=[C:14]2[C:5]([C:6]3[CH:7]=[CH:8][C:9]([O:17][CH2:18][CH2:19][CH2:20][CH2:21][CH2:22][CH2:23][CH2:24][CH3:25])=[CH:10][C:11]=3[CH:12]=[C:13]2[F:16])=[CH:4][CH:3]=1.[F:26][C:27]1[C:32]([F:33])=[C:31]([O:34][CH2:35][CH2:36][CH2:37][CH2:38][CH2:39][CH2:40][CH2:41][CH3:42])[CH:30]=[CH:29][C:28]=1B(O)O.C(=O)([O-])[O-].[Na+].[Na+]>C1(C)C=CC=CC=1.C(O)C.O.[Pd].C1(P(C2C=CC=CC=2)C2C=CC=CC=2)C=CC=CC=1.C1(P(C2C=CC=CC=2)C2C=CC=CC=2)C=CC=CC=1.C1(P(C2C=CC=CC=2)C2C=CC=CC=2)C=CC=CC=1.C1(P(C2C=CC=CC=2)C2C=CC=CC=2)C=CC=CC=1>[F:16][C:13]1[C:14]2[C:5]([C:6]3[CH:7]=[CH:8][C:9]([O:17][CH2:18][CH2:19][CH2:20][CH2:21][CH2:22][CH2:23][CH2:24][CH3:25])=[CH:10][C:11]=3[CH:12]=1)=[CH:4][CH:3]=[C:2]([C:28]1[CH:29]=[CH:30][C:31]([O:34][CH2:35][CH2:36][CH2:37][CH2:38][CH2:39][CH2:40][CH2:41][CH3:42])=[C:32]([F:33])[C:27]=1[F:26])[CH:15]=2 |f:2.3.4,5.6.7,8.9.10.11.12|. Reported procedure: From 7-bromo-9-fluoro-2-octyloxyphenanthrene by reaction with 2,3-difluoro4-octyloxyphenylboronic acid, sodium carbonate and tetrakis(triphenylphosphine)-palladium (0) in toluene/ethanol/H2O. Starting materials: Fc1cccc(Br)c1, [Mg], C1CCOC1. Product: [Br-], Fc1cccc([Mg+])c1. As a reaction SMILES: [F:2][c:3]1[cH:4][c:5]([Br:9])[cH:6][cH:7][cH:8]1.[Mg:1].[O:10]1[CH2:11][CH2:12][CH2:13][CH2:14]1>>[Br-:9].[Mg+:1][c:5]1[cH:4][c:3]([F:2])[cH:8][cH:7][cH:6]1. The reactants are C1CCOC1, COC(=O)C(Cc1ccc(NC(=O)c2c(Cl)cccc2Cl)cc1)NC(=O)c1ccc(-n2nnnc2NCc2cccc(O)c2)cc1Cl, CO, [Li+], [OH-], O. Yields the product O=C(NC(Cc1ccc(NC(=O)c2c(Cl)cccc2Cl)cc1)C(=O)O)c1ccc(-n2nnnc2NCc2cccc(O)c2)cc1Cl. As a reaction SMILES: [CH2:52]1[O:53][CH2:54][CH2:55][CH2:56]1.[CH3:3][O:4][C:5]([CH:6]([NH:7][C:8](=[O:9])[c:10]1[c:11]([Cl:30])[cH:12][c:13](-[n:16]2[n:17][n:18][n:19][c:20]2[NH:21][CH2:22][c:23]2[cH:24][c:25]([OH:29])[cH:26][cH:27][cH:28]2)[cH:14][cH:15]1)[CH2:31][c:32]1[cH:33][cH:34][c:35]([NH:38][C:39](=[O:40])[c:41]2[c:42]([Cl:48])[cH:43][cH:44][cH:45][c:46]2[Cl:47])[cH:36][cH:37]1)=[O:49].[CH3:50][OH:51].[Li+:1].[OH-:2].[OH2:57]>>[O:4]=[C:5]([CH:6]([NH:7][C:8](=[O:9])[c:10]1[c:11]([Cl:30])[cH:12][c:13](-[n:16]2[n:17][n:18][n:19][c:20]2[NH:21][CH2:22][c:23]2[cH:24][c:25]([OH:29])[cH:26][cH:27][cH:28]2)[cH:14][cH:15]1)[CH2:31][c:32]1[cH:33][cH:34][c:35]([NH:38][C:39](=[O:40])[c:41]2[c:42]([Cl:48])[cH:43][cH:44][cH:45][c:46]2[Cl:47])[cH:36][cH:37]1)[OH:49].